Dataset: the Open Reaction Database (ORD), a public repository of structured organic reaction records. Task: describe an organic reaction: reactants, conditions, products, and yield Reactants: COc1cc(C(=O)O)ccc1CN1CCCC1, O=C(Cl)C(=O)Cl, ClCCl, Cl, CN(C)C=O. Product: COc1cc(C(N)=O)ccc1CN1CCCC1. As a reaction SMILES: [CH3:2][O:3][c:4]1[cH:5][c:6]([C:7](=[O:8])[OH:9])[cH:10][cH:11][c:12]1[CH2:13][N:14]1[CH2:15][CH2:16][CH2:17][CH2:18]1.[Cl:24][C:25]([C:26]([Cl:27])=[O:28])=[O:29].[Cl:30][CH2:31][Cl:32].[ClH:1].[O:19]=[CH:20][N:21]([CH3:22])[CH3:23]>>[CH3:2][O:3][c:4]1[cH:5][c:6]([C:7](=[O:8])[NH2:21])[cH:10][cH:11][c:12]1[CH2:13][N:14]1[CH2:15][CH2:16][CH2:17][CH2:18]1. Starting materials: COc1ccc(-c2nc(S)nn2-c2ccc(OC)cc2)cc1, ClCCl, CI, [Na+], [OH-], O. Yields the product COc1ccc(-c2nc(SC)nn2-c2ccc(OC)cc2)cc1. RXN SMILES: [CH3:1][O:2][c:3]1[cH:4][cH:5][c:6](-[n:9]2[n:10][c:11]([SH:22])[n:12][c:13]2-[c:14]2[cH:15][cH:16][c:17]([O:20][CH3:21])[cH:18][cH:19]2)[cH:7][cH:8]1.[Cl:25][CH2:26][Cl:27].[I:23][CH3:24].[Na+:30].[OH-:29].[OH2:28]>>[CH3:1][O:2][c:3]1[cH:4][cH:5][c:6](-[n:9]2[n:10][c:11]([S:22][CH3:26])[n:12][c:13]2-[c:14]2[cH:15][cH:16][c:17]([O:20][CH3:21])[cH:18][cH:19]2)[cH:7][cH:8]1. The reactants are CN1CC2=CC(=CC=C2C(C1)C1=CC=C(C=C1)SC)O (2-methyl-4-(4-methylsulfanyl-phenyl)-1,2,3,4-tetrahydro-isoquinolin-7-ol), BrC1=NC=CC(=C1)CN1CCCCC1 (2-bromo-4-piperidin-1-ylmethyl-pyridine), C(=O)([O-])[O-].[Cs+].[Cs+] (Cs2CO3), CN1CCCC1 (N-methylpyrrolidine). Conditions: temperature 150 celsius. The product is CN1CC2=CC(=CC=C2C(C1)C1=CC=C(C=C1)SC)OC1=NC=CC(=C1)CN1CCCCC1 (2-Methyl-4-(4-methylsulfanyl-phenyl)-7-(4-piperidin-1-ylmethyl-pyridin-2-yloxy)-1,2,3,4-tetrahydro-isoquinoline). Yield: 49.2%. RXN SMILES: [CH3:1][N:2]1[CH2:11][CH:10]([C:12]2[CH:17]=[CH:16][C:15]([S:18][CH3:19])=[CH:14][CH:13]=2)[C:9]2[C:4](=[CH:5][C:6]([OH:20])=[CH:7][CH:8]=2)[CH2:3]1.Br[C:22]1[CH:27]=[C:26]([CH2:28][N:29]2[CH2:34][CH2:33][CH2:32][CH2:31][CH2:30]2)[CH:25]=[CH:24][N:23]=1.C([O-])([O-])=O.[Cs+].[Cs+].CN1CCCC1>>[CH3:1][N:2]1[CH2:11][CH:10]([C:12]2[CH:17]=[CH:16][C:15]([S:18][CH3:19])=[CH:14][CH:13]=2)[C:9]2[C:4](=[CH:5][C:6]([O:20][C:24]3[CH:25]=[C:26]([CH2:28][N:29]4[CH2:30][CH2:31][CH2:32][CH2:33][CH2:34]4)[CH:27]=[CH:22][N:23]=3)=[CH:7][CH:8]=2)[CH2:3]1 |f:2.3.4|. Reported procedure: To a Smith-process vial were added 2-methyl-4-(4-methylsulfanyl-phenyl)-1,2,3,4-tetrahydro-isoquinolin-7-ol (305.8 mg, 1.051 mmol), 2-bromo-4-piperidin-1-ylmethyl-pyridine (338.7 mg, 1.314 mmol), Cs2CO3 (684.9 mg, 2.102 mmol) and N-methylpyrrolidine (2.10 mL). The vial was purged with N2, the cap sealed, and the reaction mixture heated at 150° C. in a microwave reactor for 2 h. The mixture was diluted with Et2O, washed with 1 N NaOH, water and brine, dried, and concentrated. Purification by FCC ... Reactants: C(O)([O-])=O.[Na+] (Sodium hydrogencarbonate), FC1=C(CN2N=C(C=3C2=NC=CC3)C3=NC=C(C(=N3)O)[N+](=O)[O-])C=CC=C1 (2-[1-(2-Fluorobenzyl)-1H-pyrazolo[3,4-b]pyridin-3-yl]-5-nitropyrimidin-4-ol), O (water), P(=O)(Cl)(Cl)Cl (phosphoryl chloride). The solvent is S1(=O)(=O)CCCC1 (sulfolane). Reaction conditions: temperature 120 celsius, time 15 minute. Yields the product ClC1=NC(=NC=C1[N+](=O)[O-])C1=NN(C2=NC=CC=C21)CC2=C(C=CC=C2)F (3-(4-Chloro-5-nitropyrimidin-2-yl)-1-(2-fluorobenzyl)-1H-pyrazolo[3,4-b]pyridine). Reaction SMILES: [F:1][C:2]1[CH:27]=[CH:26][CH:25]=[CH:24][C:3]=1[CH2:4][N:5]1[C:9]2=[N:10][CH:11]=[CH:12][CH:13]=[C:8]2[C:7]([C:14]2[N:19]=[C:18](O)[C:17]([N+:21]([O-:23])=[O:22])=[CH:16][N:15]=2)=[N:6]1.P(Cl)(Cl)([Cl:30])=O.O.C(=O)([O-])O.[Na+]>S1(CCCC1)(=O)=O>[Cl:30][C:18]1[C:17]([N+:21]([O-:23])=[O:22])=[CH:16][N:15]=[C:14]([C:7]2[C:8]3[C:9](=[N:10][CH:11]=[CH:12][CH:13]=3)[N:5]([CH2:4][C:3]3[CH:24]=[CH:25][CH:26]=[CH:27][C:2]=3[F:1])[N:6]=2)[N:19]=1 |f:3.4|. Reported procedure: 109.00 g (249.95 mmol) of the compound from example 78A were initially charged in sulfolane (490 ml), then 55.92 ml (599.88 mmol) of phosphoryl chloride were added and the mixture was heated to 120° C. for 1 h. After cooling, the mixture was added cautiously to water (3 l) and stirred for 15 min. Sodium hydrogencarbonate was added in portions until the pH was 6. The precipitate formed was filtered off with suction and washed with water. The residue was stirred with 200 ml of dichloromethane/meth...